Dataset: the Open Reaction Database (ORD), a public repository of structured organic reaction records. Task: describe an organic reaction: reactants, conditions, products, and yield Reactants: C(C)(C)(C)OC(=O)N1C=CC2=C(C(=CC(=C12)C)OC)C(O)C=1OC2=C(N1)C=C(C=C2)C#N (tert-Butyl-4-((5-cyanobenzo[d]oxazol-2-yl)(hydroxy)methyl)-5-methoxy-7-methyl-1H-indole-1-carboxylate). Reagents/catalysts: O=[Mn]=O (MnO2). Solvent: C(Cl)Cl (DCM). Reaction conditions: time 15 hour. Product: C(#N)C=1C=CC2=C(N=C(O2)C(=O)C2=C3C=CN(C3=C(C=C2OC)C)C(=O)OC(C)(C)C)C1 (tert-Butyl 4-(5-cyanobenzo[d]oxazole-2-carbonyl)-5-methoxy-7-methyl-1H-indole-1-carboxylate). Reaction SMILES: [C:1]([O:5][C:6]([N:8]1[C:16]2[C:11](=[C:12]([CH:20]([C:22]3[O:23][C:24]4[CH:30]=[CH:29][C:28]([C:31]#[N:32])=[CH:27][C:25]=4[N:26]=3)[OH:21])[C:13]([O:18][CH3:19])=[CH:14][C:15]=2[CH3:17])[CH:10]=[CH:9]1)=[O:7])([CH3:4])([CH3:3])[CH3:2]>C(Cl)Cl.O=[Mn]=O>[C:31]([C:28]1[CH:29]=[CH:30][C:24]2[O:23][C:22]([C:20]([C:12]3[C:13]([O:18][CH3:19])=[CH:14][C:15]([CH3:17])=[C:16]4[C:11]=3[CH:10]=[CH:9][N:8]4[C:6]([O:5][C:1]([CH3:3])([CH3:2])[CH3:4])=[O:7])=[O:21])=[N:26][C:25]=2[CH:27]=1)#[N:32]. Reported procedure: tert-Butyl-4-((5-cyanobenzo[d]oxazol-2-yl)(hydroxy)methyl)-5-methoxy-7-methyl-1H-indole-1-carboxylate (163 mg, 0.376 mmol) was dissolved in DCM (3.76 mL) and MnO2 (327 mg, 3.76 mmol) was added. The reaction mixture was stirred at rt for 15 h. The reaction mixture was filtered through Celite® and washed three times with DCM. The filtrate was evaporated to dryness to give the title compound. MS (ESI+) m/z 432.16 (M+H).